Dataset: the Open Reaction Database (ORD), a public repository of structured organic reaction records. Task: describe an organic reaction: reactants, conditions, products, and yield Starting materials: C1N(CCOC=2C1=C1C=CNC1=CC2)C(=O)OC(C)(C)C (tert-butyl 1,3,4,8-tetrahydro-2H-[1,4]oxazepino[6,7-e]indole-2-carboxylate), C1N(CCOC=2C1=C1C=CNC1=CC2)C(=O)OC(C)(C)C (tert-butyl 1,3,4,8-tetrahydro-2H-[1,4]oxazepino[6,7-e]indole-2-carboxylate), [H-].[Na+] (NaH), CN(C)C=O (DMF), COC1=CC=C(C=C1)S(=O)(=O)Cl (4-Methoxybenzenesulfonyl chloride). The solvent is N (NH3), CO (MeOH), CO (MeOH), CO (MeOH). Run at time 20 minute. The product is COC1=CC=C(C=C1)S(=O)(=O)N1C=CC2=C3C(=CC=C12)OCCNC3 (8-[(4-Methoxyphenyl)sulfonyl]-1,3,4,8-tetrahydro-2H-[1,4]oxazepino[6,7-e]indole). The yield is 30.7%. As a reaction SMILES: [CH2:1]1[C:7]2=[C:8]3[C:12](=[CH:13][CH:14]=[C:6]2[O:5][CH2:4][CH2:3][N:2]1C(OC(C)(C)C)=O)[NH:11][CH:10]=[CH:9]3.[H-].[Na+].CN(C=O)C.[CH3:29][O:30][C:31]1[CH:36]=[CH:35][C:34]([S:37](Cl)(=[O:39])=[O:38])=[CH:33][CH:32]=1>N.CO>[CH3:29][O:30][C:31]1[CH:32]=[CH:33][C:34]([S:37]([N:11]2[C:12]3[C:8](=[C:7]4[CH2:1][NH:2][CH2:3][CH2:4][O:5][C:6]4=[CH:14][CH:13]=3)[CH:9]=[CH:10]2)(=[O:39])=[O:38])=[CH:35][CH:36]=1 |f:1.2|. Procedure details: tert-Butyl 1,3,4,8-tetrahydro-2H-[1,4]oxazepino[6,7-e]indole-2-carboxylate (Intermediate 18, 14 mg, 0.050 mmol), NaH (60% in mineral oil, 6.4 mg, 0.10 mmol) and dry DMF (0.2 mL) were shaken at room temperature for 10 minutes. 4-Methoxybenzenesulfonyl chloride (21 mg, 0.10 mmol, in 0.15 mL of dry DMF) was added to the solution. The reaction mixture was shaken at room temperature for another 20 minutes and a mixture of MeOH/1 M HCl (3:1, 1 mL) was added. The reaction mixture was stirred overnight ... The reactants are CC(C=C)(C)C (3,3-dimethyl-1-butene), COCCOC (ethylene glycol dimethyl ether), ClC(C(=O)Cl)(Cl)Cl (trichloroacetyl chloride). The reagents and catalysts are [Zn] (zinc). The solvent is C(C)OCC (diethyl ether), C(C)OCC (diethyl ether). Yields the product C(C)(C)(C)C1C(C(C1)=O)(Cl)Cl (3-tert-butyl-2,2-dichlorocyclobutanone). Reaction SMILES: [CH3:1][C:2]([CH3:6])([CH3:5])[CH:3]=[CH2:4].COCCOC.[Cl:13][C:14]([Cl:19])(Cl)[C:15](Cl)=[O:16]>C(OCC)C.[Zn]>[C:2]([CH:3]1[CH2:4][C:15](=[O:16])[C:14]1([Cl:19])[Cl:13])([CH3:6])([CH3:5])[CH3:1]. Procedure: Suspend 3,3-dimethyl-1-butene (10 mL, 80.8 mmol), ethylene glycol dimethyl ether (11.5 mL, 106 mmol), and freshly activated zinc (13.8 g, 211 mmol) in dry diethyl ether (100 mL) under a nitrogen atmosphere. Add to this suspension a solution of trichloroacetyl chloride (11.5 mL, 103 mmol) in dry diethyl ether (50 mL) dropwise over 20 minutes. Heat to reflux for 24 hours. Cool to room temperature and filter off the residual solid materials. Concentrate the filtrate and triturate the residue with h...